From a dataset of the Open Reaction Database (ORD), a public repository of structured organic reaction records. describe an organic reaction: reactants, conditions, products, and yield The reactants are OC1=C(C(=CC(=C1OC)OC)C)CCCCCCCCCCCCCCCCCCCCCC(=O)OC (methyl 22-(2-hydroxy-3,4-dimethoxy-6-methylphenyl)docosanoate), aqueous solution, [OH-].[Na+] (sodium hydroxide). Solvent: CO (methanol). Reaction conditions: time 1.5 hour. Product: OC1=C(C(=CC(=C1OC)OC)C)CCCCCCCCCCCCCCCCCCCCCC(=O)O (22-(2-hydroxy-3,4-dimethoxy-6-methylphenyl)docosanoic acid). As a reaction SMILES: [OH:1][C:2]1[C:7]([O:8][CH3:9])=[C:6]([O:10][CH3:11])[CH:5]=[C:4]([CH3:12])[C:3]=1[CH2:13][CH2:14][CH2:15][CH2:16][CH2:17][CH2:18][CH2:19][CH2:20][CH2:21][CH2:22][CH2:23][CH2:24][CH2:25][CH2:26][CH2:27][CH2:28][CH2:29][CH2:30][CH2:31][CH2:32][CH2:33][C:34]([O:36]C)=[O:35].[OH-].[Na+]>CO>[OH:1][C:2]1[C:7]([O:8][CH3:9])=[C:6]([O:10][CH3:11])[CH:5]=[C:4]([CH3:12])[C:3]=1[CH2:13][CH2:14][CH2:15][CH2:16][CH2:17][CH2:18][CH2:19][CH2:20][CH2:21][CH2:22][CH2:23][CH2:24][CH2:25][CH2:26][CH2:27][CH2:28][CH2:29][CH2:30][CH2:31][CH2:32][CH2:33][C:34]([OH:36])=[O:35] |f:1.2|. Reported procedure: In 15 ml of methanol is dissolved 300 mg of methyl 22-(2-hydroxy-3,4-dimethoxy-6-methylphenyl)docosanoate followed by addition of 20 ml of a 14% aqueous solution of sodium hydroxide. The mixture is stirred at 50°-60° C. for 1.5 hours. The reaction mixture is made acidic with 3N--HCl and extracted with ethyl acetate. The extract is washed with water and, after drying, the solvent is distilled off under reduced pressure. The residue is recrystallized from methanol to obtain 22-(2-hydroxy-3,4-dimet... Starting materials: O (water), C(C)OC(=O)C=1C(=NN(C1N)C1=CC=CC=C1)SC (5-amino-3-methylsulfanyl-1-phenyl-1H-pyrazole-4-carboxylic acid ethyl ester), BrC1=CC=C(C(=O)NC2=CC=C(C=C2)Cl)C=C1 (4-bromo-N-(4-chloro-phenyl)-benzamide). The reagents and catalysts are Cl[Ti](Cl)(Cl)Cl (TiCl4). The solvent is O=S(Cl)Cl (SOCl2), O=S(Cl)Cl (SOCl2). Conditions: temperature 150 celsius. Yields the product BrC1=CC=C(C=C1)C=1N(C(C2=C(N1)N(N=C2SC)C2=CC=CC=C2)=O)C2=CC=C(C=C2)Cl (6-(4-bromo-phenyl)-5-(4-chloro-phenyl)-3-methylsulfanyl-1-phenyl-1,5-dihydro-pyrazolo[3,4-d]pyrimidin-4-one). RXN SMILES: [Br:1][C:2]1[CH:17]=[CH:16][C:5]([C:6]([NH:8][C:9]2[CH:14]=[CH:13][C:12]([Cl:15])=[CH:11][CH:10]=2)=O)=[CH:4][CH:3]=1.C([O:20][C:21]([C:23]1[C:24]([S:35][CH3:36])=[N:25][N:26]([C:29]2[CH:34]=[CH:33][CH:32]=[CH:31][CH:30]=2)[C:27]=1[NH2:28])=O)C.O>O=S(Cl)Cl.Cl[Ti](Cl)(Cl)Cl>[Br:1][C:2]1[CH:17]=[CH:16][C:5]([C:6]2[N:8]([C:9]3[CH:14]=[CH:13][C:12]([Cl:15])=[CH:11][CH:10]=3)[C:21](=[O:20])[C:23]3[C:24]([S:35][CH3:36])=[N:25][N:26]([C:29]4[CH:30]=[CH:31][CH:32]=[CH:33][CH:34]=4)[C:27]=3[N:28]=2)=[CH:4][CH:3]=1. Reported procedure: A mixture of 4-bromo-N-(4-chloro-phenyl)-benzamide (1.14 g, 3.67 mmol) in SOCl2 (4.5 mL) is heated to 80° C. for 2 h before SOCl2 is removed in vacuo. The resulted imidoyl chloride intermediate is dissolved in anhydrous dichloroethane (18 mL) and transferred into a sealed tube. After adding 5-amino-3-methylsulfanyl-1-phenyl-1H-pyrazole-4-carboxylic acid ethyl ester (1.12 g, 4.04 mmol) and TiCl4 (0.80 mL, 7.3 mmol), the reaction tube is sealed and heated at 150° C. overnight. After cooling down t... Reactants: FC(CC(=O)O)(F)F (trifluoropropionic acid), Cl.C(C)N=C=NCCCN(C)C (1-ethyl-(3-dimethylaminopropyl)carbodiimide hydrochloride), ON1N=NC2=C1N=CC=C2 (1-hydroxy-7-azabenzotriazole), NC1(CC1)C(=O)N[C@H](C)C1=CC=C(C=C1)C=1C(=C(C=CC1)F)C(=O)O (4′-((1R)-1-{[(1-aminocyclopropyl)carbonyl]amino}ethyl)-3-fluoro-1,1′-biphenyl-2-carboxylic acid), C(C)(C)N(C(C)C)CC (N,N-diisopropylethylamine). Run in C(Cl)Cl (DCM), C(Cl)Cl (DCM). Conditions: time 20 minute. The product is FC1=C(C(=CC=C1)C1=CC=C(C=C1)[C@@H](C)NC(=O)C1(CC1)NC(CC(F)(F)F)=O)C(=O)O (3-fluoro-4′-{(1R)-1-[({1-[(3,3,3-trifluoropropanoyl)amino]cyclopropyl}carbonyl)-amino]ethyl}-1,1′-biphenyl-2-carboxylic acid). RXN SMILES: [F:1][C:2]([F:8])([F:7])[CH2:3][C:4](O)=[O:5].Cl.C(N=C=NCCCN(C)C)C.ON1C2N=CC=CC=2N=N1.[NH2:31][C:32]1([C:35]([NH:37][C@@H:38]([C:40]2[CH:45]=[CH:44][C:43]([C:46]3[C:47]([C:53]([OH:55])=[O:54])=[C:48]([F:52])[CH:49]=[CH:50][CH:51]=3)=[CH:42][CH:41]=2)[CH3:39])=[O:36])[CH2:34][CH2:33]1.C(N(CC)C(C)C)(C)C>C(Cl)Cl>[F:52][C:48]1[CH:49]=[CH:50][CH:51]=[C:46]([C:43]2[CH:42]=[CH:41][C:40]([C@H:38]([NH:37][C:35]([C:32]3([NH:31][C:4](=[O:5])[CH2:3][C:2]([F:8])([F:7])[F:1])[CH2:34][CH2:33]3)=[O:36])[CH3:39])=[CH:45][CH:44]=2)[C:47]=1[C:53]([OH:55])=[O:54] |f:1.2|. Procedure: To a solution of trifluoropropionic acid (128 mg, 1.0 mmol) in DCM (1 mL), 1-ethyl-(3-dimethylaminopropyl)carbodiimide hydrochloride (229 mg, 1.2 mmol) and 1-hydroxy-7-azabenzotriazole (136 mg, 1.0 mmol) were added. The resulting solution was stirred at room temperature for 20 minutes, then 4′-((1R)-1-{[(1-aminocyclopropyl)carbonyl]amino}ethyl)-3-fluoro-1,1′-biphenyl-2-carboxylic acid (171 mg, 0.5 mmol) in 1 mL DCM was added, followed by N,N-diisopropylethylamine until pH=10 was achieved. The re... Reactants: FC(C=1C=C(C(CNC(C=2C(C(=O)O)=CC=CC2)=O)=O)C=CC1)(F)F (N-(3-trifluoromethylphenacyl) phthalamic acid), S(O)(O)(=O)=O (sulfuric acid), resultant solution. Solvent: ice water. Product: FC(C=1C=C(C=CC1)C1=CN=C(O1)C1=C(C(=O)O)C=CC=C1)(F)F (2-[5-(3-trifluoromethylphenyl)-1,3-oxazol-2-yl]benzoic acid). Isolated yield 91.1%. As a reaction SMILES: [F:1][C:2]([F:25])([F:24])[C:3]1[CH:4]=[C:5]([CH:21]=[CH:22][CH:23]=1)[C:6](=[O:20])[CH2:7][NH:8][C:9](=O)[C:10]1[C:11](=[CH:15][CH:16]=[CH:17][CH:18]=1)[C:12]([OH:14])=[O:13].S(=O)(=O)(O)O>>[F:1][C:2]([F:25])([F:24])[C:3]1[CH:4]=[C:5]([C:6]2[O:20][C:9]([C:10]3[CH:18]=[CH:17][CH:16]=[CH:15][C:11]=3[C:12]([OH:14])=[O:13])=[N:8][CH:7]=2)[CH:21]=[CH:22][CH:23]=1. Procedure: N-(3-trifluoromethylphenacyl) phthalamic acid (9.4 g, 0.027 mol) was added portionwise to conc. sulfuric acid (30 ml) at <10° C. The resultant solution was stirred for 20 hours at room temperature and poured into 600 ml of ice-water to yield 8.2 g of crude 2-[5-(3-trifluoromethylphenyl)-1,3-oxazol-2-yl]benzoic acid as a brown solid; ir (CHCl3) 1720 cm-1. The crude acid was used for subsequent synthesis is obtained.